The task is: describe an organic reaction: reactants, conditions, products, and yield. This data is from the Open Reaction Database (ORD), a public repository of structured organic reaction records. Starting materials: COC(=O)c1ccc(N2CCN(C(=O)c3ccccc3C(F)(F)F)CC2)nn1, Cl, [Li+], C1CCOC1, [OH-], O, O. The product is O=C(O)c1ccc(N2CCN(C(=O)c3ccccc3C(F)(F)F)CC2)nn1. RXN SMILES: [CH3:1][O:2][C:3](=[O:4])[c:5]1[n:6][n:7][c:8]([N:11]2[CH2:12][CH2:13][N:14]([C:17]([c:18]3[c:19]([C:24]([F:25])([F:26])[F:27])[cH:20][cH:21][cH:22][cH:23]3)=[O:28])[CH2:15][CH2:16]2)[cH:9][cH:10]1.[ClH:32].[Li+:31].[O:33]1[CH2:34][CH2:35][CH2:36][CH2:37]1.[OH-:30].[OH2:29].[OH2:38]>>[O:2]=[C:3]([OH:4])[c:5]1[n:6][n:7][c:8]([N:11]2[CH2:12][CH2:13][N:14]([C:17]([c:18]3[c:19]([C:24]([F:25])([F:26])[F:27])[cH:20][cH:21][cH:22][cH:23]3)=[O:28])[CH2:15][CH2:16]2)[cH:9][cH:10]1. Reported procedure: The title compound was prepared from (RS)-[4-chloro-5-(isobutyl-methyl-amino)-2-(3-oxo-3-{3-[5-(tetrahydro-pyran-2-yloxymethyl)-[1,2,3]triazol-1-yl]-phenyl}-propionylamino)-phenyl]-carbamic acid tert-butyl ester (Example M88) (0.32 g, 0.49 mmol) by treatment with TFA in CH2Cl2 according to the general procedure N. Obtained as an off-white solid (107 mg, 48%). As a reaction SMILES: C(OC(=O)[NH:7][C:8]1[CH:13]=[C:12]([N:14]([CH2:16][CH:17]([CH3:19])[CH3:18])[CH3:15])[C:11]([Cl:20])=[CH:10][C:9]=1[NH:21][C:22](=[O:45])[CH2:23][C:24](=O)[C:25]1[CH:30]=[CH:29][CH:28]=[C:27]([N:31]2[C:35]([CH2:36][O:37]C3CCCCO3)=[CH:34][N:33]=[N:32]2)[CH:26]=1)(C)(C)C.C(O)(C(F)(F)F)=O>C(Cl)Cl>[Cl:20][C:11]1[C:12]([N:14]([CH2:16][CH:17]([CH3:19])[CH3:18])[CH3:15])=[CH:13][C:8]2[N:7]=[C:24]([C:25]3[CH:30]=[CH:29][CH:28]=[C:27]([N:31]4[C:35]([CH2:36][OH:37])=[CH:34][N:33]=[N:32]4)[CH:26]=3)[CH2:23][C:22](=[O:45])[NH:21][C:9]=2[CH:10]=1. The solvent is C(Cl)Cl (CH2Cl2). The yield is 48.0%. The reactants are C(C)(C)(C)OC(NC1=C(C=C(C(=C1)N(C)CC(C)C)Cl)NC(CC(C1=CC(=CC=C1)N1N=NC=C1COC1OCCCC1)=O)=O)=O ((RS)-[4-chloro-5-(isobutyl-methyl-amino)-2-(3-oxo-3-{3-[5-(tetrahydro-pyran-2-yloxymethyl)-[1,2,3]triazol-1-yl]-phenyl}-propionylamino)-phenyl]-carbamic acid tert-butyl ester), C(=O)(C(F)(F)F)O (TFA). Product: ClC=1C(=CC2=C(NC(CC(=N2)C2=CC(=CC=C2)N2N=NC=C2CO)=O)C1)N(C)CC(C)C (8-Chloro-4-[3-(5-hydroxymethyl-[1,2,3]triazol-1-yl)-phenyl]-7-(isobutyl-methyl-amino)-1,3-dihydro-benzo[b][1,4]diazepin-2-one), solid. Starting materials: C1(=CC=CC=C1)S(=O)(=O)N1CC=2N=CSC2C1 (5-(benzenesulfonyl)-4,6-dihydro-5H-pyrrolo[3,4-d]thiazole), C1(=CC=CC=C1)O (phenol), Br (hydrobromic acid), C(C)(=O)OCC (ethyl acetate). The solvent is O (water). Yields the product Br.S1C=NC2=C1CNC2 (4,6-Dihydro-5H-pyrrolo[3,4-d]thiazole hydrobromide). Reaction SMILES: C1(S([N:10]2[CH2:17][C:16]3[S:15][CH:14]=[N:13][C:12]=3[CH2:11]2)(=O)=O)C=CC=CC=1.C1(O)C=CC=CC=1.[BrH:25].C(OCC)(=O)C>O>[BrH:25].[S:15]1[C:16]2[CH2:17][NH:10][CH2:11][C:12]=2[N:13]=[CH:14]1 |f:5.6|. Procedure: A mixture of 5-(benzenesulfonyl)-4,6-dihydro-5H-pyrrolo[3,4-d]thiazole (800 mg), phenol (800 μl) and 47% hydrobromic acid (5.00 ml) was heated under reflux for 2 hours. After the reaction mixture was cooled to room temperature, ethyl acetate and water were added to conduct liquid separation. The-resultant water layer was concentrated under reduced pressure. Ethyl acetate was added to the residue, colorless powder deposited was collected by filtration to obtain the title compound (521 mg).